This data is from the Open Reaction Database (ORD), a public repository of structured organic reaction records. The task is: describe an organic reaction: reactants, conditions, products, and yield Starting materials: C(C)(C)OC(C1=CN=C(C(=C1)N)N)=O (5,6-diamino-nicotinic acid isopropyl ester), C1(CCCCC1)=O (cyclohexanone). Run at temperature 100 celsius, time 1.5 hour. Product: NC=1C=2N(C=C(C1)C(=O)OC(C)C)C(=C(N2)C)C (Isopropyl 8-amino-2,3-dimethylimidazo[1,2-a]pyridine-6-carboxylate). Reaction SMILES: [CH:1]([O:4][C:5](=[O:14])[C:6]1[CH:11]=[C:10]([NH2:12])[C:9]([NH2:13])=[N:8][CH:7]=1)([CH3:3])[CH3:2].[C:15]1(=O)[CH2:20]CC[CH2:17][CH2:16]1>>[NH2:12][C:10]1[C:9]2[N:8]([C:15]([CH3:20])=[C:16]([CH3:17])[N:13]=2)[CH:7]=[C:6]([C:5]([O:4][CH:1]([CH3:3])[CH3:2])=[O:14])[CH:11]=1. Procedure: To a suspension of 5,6-diamino-nicotinic acid isopropyl ester (1 eq., 5.1 g) in cyclohexanone (50 ml) bromobutanone (1.2 equiv., 3.4 ml) was added over 10 min. The dark brown mixture was heated to 100° C. (inner temperature) and stirred 1.5 h at this temperature. The suspension was cooled to room temperature and the pale yellow solid was filtered off and was washed with TBME (3×10 ml). Drying under reduced pressure at 45° C. Yield: 6.0 g (74%). Reactants: CC(=O)Nc1nc(C)c(-c2ccc(S(=O)(=O)Cl)s2)s1, CCN(C(C)C)C(C)C, ClCCl, OC1CCNCC1. The product is CC(=O)Nc1nc(C)c(-c2ccc(S(=O)(=O)N3CCC(O)CC3)s2)s1. RXN SMILES: [C:1]([CH3:2])(=[O:3])[NH:4][c:5]1[s:6][c:7](-[c:11]2[cH:12][cH:13][c:14]([S:16](=[O:17])(=[O:18])[Cl:19])[s:15]2)[c:8]([CH3:10])[n:9]1.[CH:27]([N:28]([CH2:29][CH3:30])[CH:31]([CH3:32])[CH3:33])([CH3:34])[CH3:35].[Cl:36][CH2:37][Cl:38].[OH:20][CH:21]1[CH2:22][CH2:23][NH:24][CH2:25][CH2:26]1>>[C:1]([CH3:2])(=[O:3])[NH:4][c:5]1[s:6][c:7](-[c:11]2[cH:12][cH:13][c:14]([S:16](=[O:17])(=[O:18])[N:24]3[CH2:23][CH2:22][CH:21]([OH:20])[CH2:26][CH2:25]3)[s:15]2)[c:8]([CH3:10])[n:9]1.